Dataset: the Open Reaction Database (ORD), a public repository of structured organic reaction records. Task: describe an organic reaction: reactants, conditions, products, and yield Starting materials: NCCS(=O)(=O)C (2-aminoethylmethylsulfone), ClC=1C=C(C=CC1OCC1=CC(=CC=C1)F)NC1=NC=NC2=CC=C(C=C12)C1=CC=C(O1)C=O (5-[4-((3-chloro-4-((3-fluorobenzyl)oxy)phenyl)amino)-quinazolin-6-yl]-2-furaldehyde), CO (methanol). The reagents and catalysts are [Pd] (Pd—C). The solvent is ClCCl (dichloromethane). Product: CC1=CC=C(C=C1)S(=O)(=O)[O-] (monotosylate), CS(=O)(=O)CCNCC1=CC=C(O1)C=2C=CC3=C(C2)C(=NC=N3)NC=4C=CC(=C(C4)Cl)OCC=5C=CC=C(C5)F (Lapatinib). The yield is 75.0%. As a reaction SMILES: [Cl:1][C:2]1[CH:3]=[C:4]([NH:17][C:18]2[C:27]3[C:22](=[CH:23][CH:24]=[C:25]([C:28]4[O:32][C:31]([CH:33]=O)=[CH:30][CH:29]=4)[CH:26]=3)[N:21]=[CH:20][N:19]=2)[CH:5]=[CH:6][C:7]=1[O:8][CH2:9][C:10]1[CH:15]=[CH:14][CH:13]=[C:12]([F:16])[CH:11]=1.[NH2:35][CH2:36][CH2:37][S:38]([CH3:41])(=[O:40])=[O:39].C[OH:43]>ClCCl.[Pd]>[CH3:9][C:10]1[CH:15]=[CH:14][C:13]([S:38]([O-:40])(=[O:43])=[O:39])=[CH:12][CH:11]=1.[CH3:41][S:38]([CH2:37][CH2:36][NH:35][CH2:33][C:31]1[O:32][C:28]([C:25]2[CH:24]=[CH:23][C:22]3[N:21]=[CH:20][N:19]=[C:18]([NH:17][C:4]4[CH:5]=[CH:6][C:7]([O:8][CH2:9][C:10]5[CH:15]=[CH:14][CH:13]=[C:12]([F:16])[CH:11]=5)=[C:2]([Cl:1])[CH:3]=4)[C:27]=3[CH:26]=2)=[CH:29][CH:30]=1)(=[O:40])=[O:39]. Procedure details: The suspension of 5-[4-((3-chloro-4-((3-fluorobenzyl)oxy)phenyl)amino)-quinazolin-6-yl]-2-furaldehyde (20 g, 42.2 mmoL) in methanol (100 mL) and dichloromethane (60 mL) was charged with 2-aminoethylmethylsulfone (5.8 g, 46.4 mmoL) slowly under constant stirring at room temperature and then the reaction mixture was stirred for 2-4 hours until reaction completion. The reaction mixture was charged with 5% Pd—C (1 g) and stirred under hydrogen atmosphere (after evacuation) for 16-24 hours until reac...